Dataset: the Open Reaction Database (ORD), a public repository of structured organic reaction records. Task: describe an organic reaction: reactants, conditions, products, and yield Reactants: ClC1=NC2=CC=C(C=C2C(=C1)C)[N+](=O)[O-] (2-chloro-4-methyl-6-nitroquinoline), CNC (dimethylamine), CO (methanol). Product: CN(C1=NC2=CC=C(C=C2C(=C1)C)[N+](=O)[O-])C (N,N,4-trimethyl-6-nitroquinolin-2-amine). As a reaction SMILES: Cl[C:2]1[CH:11]=[C:10]([CH3:12])[C:9]2[C:4](=[CH:5][CH:6]=[C:7]([N+:13]([O-:15])=[O:14])[CH:8]=2)[N:3]=1.[CH3:16][NH:17][CH3:18].CO>>[CH3:16][N:17]([CH3:18])[C:2]1[CH:11]=[C:10]([CH3:12])[C:9]2[C:4](=[CH:5][CH:6]=[C:7]([N+:13]([O-:15])=[O:14])[CH:8]=2)[N:3]=1. Reported procedure: The product was obtained from the product of Step A and a solution of 2N dimethylamine in methanol (5 mL, 25 mmol) according to the procedure of Example 1, Step C. Reactants: O1C(OCC1)CCC(=O)C1=CC=C(C=C1)F (3-(1,3-dioxolan-2-yl)-1-(4-fluorophenyl)propan-1-one), CS(=O)(=O)C1=CC=C(N)C=C1 (4-(methylsulfonyl)aniline), C1(=CC=C(C=C1)S(=O)(=O)O)C (p-toluenesulfonic acid). Solvent: C1(=CC=CC=C1)C (toluene). The product is FC1=CC=C(C=C1)C=1N(C=CC1)C1=CC=C(C=C1)S(=O)(=O)C (2-(4-fluorophenyl)-1-[4-(methylsulfonyl)phenyl]-1H-pyrrole). Isolated yield 49.1%. As a reaction SMILES: O1CCO[CH:2]1[CH2:6][CH2:7][C:8]([C:10]1[CH:15]=[CH:14][C:13]([F:16])=[CH:12][CH:11]=1)=O.[CH3:17][S:18]([C:21]1[CH:27]=[CH:26][C:24]([NH2:25])=[CH:23][CH:22]=1)(=[O:20])=[O:19].C1(C)C=CC(S(O)(=O)=O)=CC=1>C1(C)C=CC=CC=1>[F:16][C:13]1[CH:12]=[CH:11][C:10]([C:8]2[N:25]([C:24]3[CH:23]=[CH:22][C:21]([S:18]([CH3:17])(=[O:20])=[O:19])=[CH:27][CH:26]=3)[CH:2]=[CH:6][CH:7]=2)=[CH:15][CH:14]=1. Procedure details: A mixture of the ketone (Step 2) (448 mg, 2 mmol), 4-(methylsulfonyl)aniline (380 mg, 2.2 mmol) and p-toluenesulfonic acid (30 mg) in toluene (40 ml) was heated to reflux for 18 hours. The reaction was cooled, filtered and concentrated. The crude solid (750 mg) was purified by chromatography (silica gel, hexane/ethyl acetate, 1/1) to give 2-(4-fluorophenyl)-1-[4-(methylsulfonyl)phenyl]-1H-pyrrole (310 mg, 55%) as a white solid: mp (DSC) 201° C. Anal Calc'd. for C17H14NSFO2 ·0.2 H2O: C, 64.01; H,... The reactants are CC(=CN)C=O, CC1=CN=C(C=C1)N, [C-]#[N+]C1CCCCC1. Reagents/catalysts: O=C(O)C(F)(F)F (trifluoroacetic acid). Solvent: CC(C)O (isopropyl alcohol), CC(C)O (isopropylalcohol). Run at temperature 22 celsius, time 20 hour. Yields the product CC(=CN)c1c(NC2CCCCC2)n2cc(C)ccc2n1. Yield: 0.0%. Reaction SMILES: CC1=CC=C(N)N=C1.[C-]#[N+]C1CCCCC1.C\C(C=O)=C/N>>CC(=C/N)\C1=C(NC2CCCCC2)N2C=C(C)C=CC2=N1. Starting materials: C(C=C)N1C(=NC(=C1SC1=CC(=CC=C1)Cl)C(C)C)COCC1=CC=CC=C1 (1-allyl-2-benzyloxymethyl-5-(3-chlorophenylthio)-4-isopropyl-1H-imidazole), B(Cl)(Cl)Cl (boron trichloride), C([O-])(O)=O.[Na+] (sodium bicarbonate). Solvent: C(Cl)Cl (methylene chloride), C(Cl)Cl (methylene chloride), C(Cl)Cl (methylene chloride). Run at temperature -40 celsius. Product: C(C=C)N1C(=NC(=C1SC1=CC(=CC=C1)Cl)C(C)C)CCl (1-allyl-2-chloromethyl-5-(3-chlorophenylthio)-4-isopropylimidazole). The yield is 13.0%. As a reaction SMILES: [CH2:1]([N:4]1[C:8]([S:9][C:10]2[CH:15]=[CH:14][CH:13]=[C:12]([Cl:16])[CH:11]=2)=[C:7]([CH:17]([CH3:19])[CH3:18])[N:6]=[C:5]1[CH2:20]OCC1C=CC=CC=1)[CH:2]=[CH2:3].B(Cl)(Cl)[Cl:30].C(=O)(O)[O-].[Na+]>C(Cl)Cl>[CH2:1]([N:4]1[C:8]([S:9][C:10]2[CH:15]=[CH:14][CH:13]=[C:12]([Cl:16])[CH:11]=2)=[C:7]([CH:17]([CH3:19])[CH3:18])[N:6]=[C:5]1[CH2:20][Cl:30])[CH:2]=[CH2:3] |f:2.3|. Procedure: (2)In 5 ml of methylene chloride was dissolved 470 mg (1.13 mmol)of 1-allyl-2-benzyloxymethyl-5-(3-chlorophenylthio)-4-isopropyl-1H-imidazole (17g), with cooling to -40° C., 0.7 ml (1.36 mmol)of methylene chloride solution of boron trichloride (1.94 molar)was addled with stirring, and the mixture was stirred for 30 minutes. To this reaction mixture, a saturated aqueous solution of sodium bicarbonate was added for neutralization, methylene chloride layer was washed with water and dried over sodiu...